From a dataset of the Open Reaction Database (ORD), a public repository of structured organic reaction records. describe an organic reaction: reactants, conditions, products, and yield Procedure: A suspension of 105 g of 7-mercapto-5-methylpyrazolo-[1,5-a]pyrimidine-3-carboxylic acid in 400 ml of methylene chloride was treated with 6.3 ml of 1-chloro-N,N,2-trimethyl-1-propenamine and treated in an ultrasound bath until the majority has passed into solution. The mixture was suction filtered over a glass fiber filter, and ammonia was conducted into the clear filtrate at 20°. A crystalline precipitate formed which was filtered off under suction, dried and subsequently triturated in 100 ml o... Starting materials: SC1=CC(=NC=2N1N=CC2C(=O)O)C (7-mercapto-5-methylpyrazolo-[1,5-a]pyrimidine-3-carboxylic acid), ClC(=C(C)C)N(C)C (1-chloro-N,N,2-trimethyl-1-propenamine). The solvent is C(Cl)Cl (methylene chloride). Reaction SMILES: [SH:1][C:2]1[N:7]2[N:8]=[CH:9][C:10]([C:11](O)=[O:12])=[C:6]2[N:5]=[C:4]([CH3:14])[CH:3]=1.ClC([N:20](C)C)=C(C)C>C(Cl)Cl>[SH:1][C:2]1[N:7]2[N:8]=[CH:9][C:10]([C:11]([NH2:20])=[O:12])=[C:6]2[N:5]=[C:4]([CH3:14])[CH:3]=1. Product: SC1=CC(=NC=2N1N=CC2C(=O)N)C (7-mercapto-5-methylpyrazolo[1,5-a]pyrimidine-3-carboxamide), ammonium salt. Starting materials: C(C)(C)(C)OC(=O)N1CC(NCC1)C(=O)O (4-(tert.butoxycarbonyl)-piperazine-2-carboxylic acid), ClC(=O)OCC1=CC=CC=C1 (benzyl chloroformate). The solvent is [OH-].[Na+] (sodium hydroxide). Run at temperature 0 celsius, time 8 hour. Yields the product C(C1=CC=CC=C1)OC(=O)N1C(CN(CC1)C(=O)OC(C)(C)C)C(=O)O (1-(benzyloxycarbonyl)-4-(tert.butoxycarbonyl)-2-piperazinecarboxylic acid). Isolated yield 37.9%. RXN SMILES: [C:1]([O:5][C:6]([N:8]1[CH2:13][CH2:12][NH:11][CH:10]([C:14]([OH:16])=[O:15])[CH2:9]1)=[O:7])([CH3:4])([CH3:3])[CH3:2].Cl[C:18]([O:20][CH2:21][C:22]1[CH:27]=[CH:26][CH:25]=[CH:24][CH:23]=1)=[O:19]>[OH-].[Na+]>[CH2:21]([O:20][C:18]([N:11]1[CH2:12][CH2:13][N:8]([C:6]([O:5][C:1]([CH3:4])([CH3:2])[CH3:3])=[O:7])[CH2:9][CH:10]1[C:14]([OH:16])=[O:15])=[O:19])[C:22]1[CH:27]=[CH:26][CH:25]=[CH:24][CH:23]=1 |f:2.3|. Procedure details: 0.1 g of 4-(tert.butoxycarbonyl)-piperazine-2-carboxylic acid was dissolved in 10 ml of 1N sodium hydroxide solution, cooled to 0° C. and treated with 0.2 g of benzyl chloroformate. The mixture was allowed to warm to room temperature and was then stirred overnight. The mixture was extracted with diethyl ether. The aqueous phase was then acidified to pH 4 with 2M hydrochloric acid and extracted with ethyl acetate to give 0.06 g of 1-(benzyloxycarbonyl)-4-(tert.butoxycarbonyl)-2-piperazinecarboxyl... The reactants are C1(CCCC1)N1N=C(C=2C(=NC=CC21)OC)NC=2C=C(C=CC2)S(=O)(=O)N (3-((1-cyclopentyl-4-methoxy-1H-pyrazolo[4,3-c]pyridin-3-yl)amino)benzenesulfonamide), [I-].[Na+] (sodium iodide), Cl[Si](C)(C)C (chloro(trimethyl)silane), O (water). Run in C(C)#N (acetonitrile). Conditions: temperature 60 celsius, time 1 hour. Yields the product C1(CCCC1)N1N=C(C=2C(NC=CC21)=O)NC=2C=C(C=CC2)S(=O)(=O)N (3-((1-cyclopentyl-4-oxo-4,5-dihydro-1H-pyrazolo[4,3-c]pyridin-3-yl)amino)benzenesulfonamide). The yield is 74.9%. As a reaction SMILES: [CH:1]1([N:6]2[C:14]3[CH:13]=[CH:12][N:11]=[C:10]([O:15]C)[C:9]=3[C:8]([NH:17][C:18]3[CH:19]=[C:20]([S:24]([NH2:27])(=[O:26])=[O:25])[CH:21]=[CH:22][CH:23]=3)=[N:7]2)[CH2:5][CH2:4][CH2:3][CH2:2]1.[I-].[Na+].Cl[Si](C)(C)C.O>C(#N)C>[CH:1]1([N:6]2[C:14]3[CH:13]=[CH:12][NH:11][C:10](=[O:15])[C:9]=3[C:8]([NH:17][C:18]3[CH:19]=[C:20]([S:24]([NH2:27])(=[O:25])=[O:26])[CH:21]=[CH:22][CH:23]=3)=[N:7]2)[CH2:2][CH2:3][CH2:4][CH2:5]1 |f:1.2|. Procedure: To a solution of 3-((1-cyclopentyl-4-methoxy-1H-pyrazolo[4,3-c]pyridin-3-yl)amino)benzenesulfonamide (14.4 mg) in acetonitrile (5 mL) were added sodium iodide (11.1 mg) and chloro(trimethyl)silane (0.038 mL), and the mixture was stirred at 60° C. for 1 hr. To the reaction mixture was added water, and the mixture was extracted with ethyl acetate. The organic layer was washed with saturated brine, dried over anhydrous sodium sulfate, and concentrated under reduced pressure. The residue was purifie... Reaction SMILES: [Cl:1][C:2]1[CH:3]=[CH:4][C:5]([C:28]([F:31])([F:30])[F:29])=[C:6]([CH:27]=1)[CH2:7][N:8]1[CH2:13][CH2:12][NH:11][C:10]2[N:14]=[CH:15][C:16]([C:18]3[CH:26]=[CH:25][C:21]([C:22](O)=[O:23])=[CH:20][CH:19]=3)=[CH:17][C:9]1=2.[CH3:32][O:33][CH2:34][CH2:35][NH2:36]>>[Cl:1][C:2]1[CH:3]=[CH:4][C:5]([C:28]([F:29])([F:30])[F:31])=[C:6]([CH:27]=1)[CH2:7][N:8]1[CH2:13][CH2:12][NH:11][C:10]2[N:14]=[CH:15][C:16]([C:18]3[CH:26]=[CH:25][C:21]([C:22]([NH:36][CH2:35][CH2:34][O:33][CH3:32])=[O:23])=[CH:20][CH:19]=3)=[CH:17][C:9]1=2. The product is ClC=1C=CC(=C(CN2C3=C(NCC2)N=CC(=C3)C3=CC=C(C(=O)NCCOC)C=C3)C1)C(F)(F)F (4-{1-[5-Chloro-2-(trifluoromethyl)benzyl]-1,2,3,4-tetrahydropyrido[2,3-b]pyrazin-7-yl}-N-(2-methoxyethyl)benzamide). Reactants: ClC=1C=CC(=C(CN2C3=C(NCC2)N=CC(=C3)C3=CC=C(C(=O)O)C=C3)C1)C(F)(F)F (4-{1-[5-chloro-2-(trifluoromethyl)benzyl]-1,2,3,4-tetrahydropyrido[2,3-b]pyrazin-7-yl}benzoic acid), COCCN (2-methoxyethylamine). Procedure details: 4-{1-[5-chloro-2-(trifluoromethyl)benzyl]-1,2,3,4-tetrahydropyrido[2,3-b]pyrazin-7-yl}benzoic acid was reacted with 2-methoxyethylamine as in General Procedure 10 to give the title compound. LCMS: m/z=504.97 (M+H+); retention time=0.74 minutes. Starting materials: NC1=NC=2C=CC=CC2C2=C1N=C(N2CCCO)CCCC (3-(4-Amino-2-butyl-1H-imidazo[4,5-c]quinolin-1-yl)propan-1-ol), S(=O)(Cl)Cl (thionyl chloride). Solvent: C(Cl)Cl (DCM). Yields the product NC1=NC=2C=CC=CC2C2=C1N=C(N2CCCNCCN(C)C)CCCC (N′-[3-(4-Amino-2-butyl-1H-imidazo[4,5-c]quinolin-1-yl)propyl]-N,N-dimethylethane-1,2-diamine). As a reaction SMILES: [NH2:1][C:2]1[C:11]2[N:12]=[C:13]([CH2:19][CH2:20][CH2:21][CH3:22])[N:14]([CH2:15][CH2:16][CH2:17]O)[C:10]=2[C:9]2[CH:8]=[CH:7][CH:6]=[CH:5][C:4]=2[N:3]=1.S(Cl)(Cl)=O>C(Cl)Cl>[NH2:1][C:2]1[C:11]2[N:12]=[C:13]([CH2:19][CH2:20][CH2:21][CH3:22])[N:14]([CH2:15][CH2:16][CH2:17][NH:12][CH2:11][CH2:10][N:14]([CH3:15])[CH3:13])[C:10]=2[C:9]2[CH:8]=[CH:7][CH:6]=[CH:5][C:4]=2[N:3]=1. Reported procedure: A mixture of the product from step (v) (0.96 g) and thionyl chloride (10 mL) in DCM (20 mL) was heated under reflux for 6 h then evaporated under reduced pressure. The residue was dissolved in acetonitrile (20 mL) then N,N-dimethylethylenediamine (10 mL) added and the mixture heated under reflux for 24 h. The solvent was removed under reduced pressure and the residue purified by RPHPLC, yield 0.512 g.